Task: describe an organic reaction: reactants, conditions, products, and yield. Dataset: the Open Reaction Database (ORD), a public repository of structured organic reaction records Reactants: COC=1C=C(C=CC1OC)C=1NC2=CC=CC=C2C1CCNCC=CC1=CC2=C(N(C=N2)S(=O)(=O)C)C=C1 ({2-[2-(3,4-dimethoxyphenyl)-1H-indol-3-yl]-ethyl}-[3-(1-methanesulfonyl-1H-benzoimidazol-5-yl)-allyl]amine), solution, [OH-].[K+] (potassium hydroxide). Run at time 1.5 hour. The product is N1=CNC2=C1C=CC(=C2)C=CCNCCC2=C(NC1=CC=CC=C21)C2=CC(=C(C=C2)OC)OC ([3-(3H-benzoimidazol-5-yl)-allyl]-{2-[2-(3,4-dimethoxyphenyl)-1H-indol-3-yl]-ethyl}-amine). The yield is 58.6%. Reaction SMILES: [CH3:1][O:2][C:3]1[CH:4]=[C:5]([C:11]2[NH:12][C:13]3[C:18]([C:19]=2[CH2:20][CH2:21][NH:22][CH2:23][CH:24]=[CH:25][C:26]2[CH:38]=[CH:37][C:29]4[N:30](S(C)(=O)=O)[CH:31]=[N:32][C:28]=4[CH:27]=2)=[CH:17][CH:16]=[CH:15][CH:14]=3)[CH:6]=[CH:7][C:8]=1[O:9][CH3:10].[OH-].[K+]>>[N:30]1[C:29]2[CH:37]=[CH:38][C:26]([CH:25]=[CH:24][CH2:23][NH:22][CH2:21][CH2:20][C:19]3[C:18]4[C:13](=[CH:14][CH:15]=[CH:16][CH:17]=4)[NH:12][C:11]=3[C:5]3[CH:6]=[CH:7][C:8]([O:9][CH3:10])=[C:3]([O:2][CH3:1])[CH:4]=3)=[CH:27][C:28]=2[NH:32][CH:31]=1 |f:1.2|. Procedure details: To a solution of {2-[2-(3,4-dimethoxyphenyl)-1H-indol-3-yl]-ethyl}-[3-(1-methanesulfonyl-1H-benzoimidazol-5-yl)-allyl]amine (24 mg in 1.5 mL methanol) at 0° C. was added 0.225 niL of a 2N solution of potassium hydroxide and the mixture allowed to warm to room temperature. After 1.5 hours, the reaction was quenched by the addition of 0.30 mL of 1N hydrochloric acid, concentrated in vacuo and purified by flash chromatography on silica gel (methylene chloride:methanol, 88:12) to give the title comp...